This data is from the Open Reaction Database (ORD), a public repository of structured organic reaction records. The task is: describe an organic reaction: reactants, conditions, products, and yield Reactants: BrC(=C)C1=CC=CC=C1 (α-bromostyrene), [Mg] (magnesium), ClCC(=O)C1(CC1)Cl (1-chlorocyclopropyl chloromethyl ketone), [Cl-].[NH4+] (ammonium chloride). Solvent: O (water), C(C)OCC (diethyl ether), C(C)OCC (diethyl ether), C(C)OCC (diethyl ether). The product is ClCC(C(=C)C1=CC=CC=C1)(O)C1(CC1)Cl (1-chloro-2-(1-chlorocyclopropyl)-3-phenyl-but-3-en-2-ol). Isolated yield 97.2%. RXN SMILES: Br[C:2]([C:4]1[CH:9]=[CH:8][CH:7]=[CH:6][CH:5]=1)=[CH2:3].[Mg].[Cl:11][CH2:12][C:13]([C:15]1([Cl:18])[CH2:17][CH2:16]1)=[O:14].[Cl-].[NH4+]>C(OCC)C.O>[Cl:11][CH2:12][C:13]([C:15]1([Cl:18])[CH2:17][CH2:16]1)([OH:14])[C:2]([C:4]1[CH:9]=[CH:8][CH:7]=[CH:6][CH:5]=1)=[CH2:3] |f:3.4|. Reported procedure: ##STR20## A solution of 5 g (25 mmol) of α-bromostyrene in 10 ml of absolute diethyl ether is added dropwise to a mixture of 0.7 g (30 mmol) of magnesium filings and 10 ml of diethyl ether under an argon atmosphere and with stirring at room temperature. After the addition has ended, the reaction mixture is refluxed for 1 hour. The resulting Grignard solution is added dropwise at room temperature with stirring to a solution of 3 g (20 mmol) of 1-chlorocyclopropyl chloromethyl ketone in 10 ml of d... Reactants: Oc1nc2ncccc2cc1C1CC1, CN(C)C=O, O=P(Cl)(Cl)Cl. Product: Clc1nc2ncccc2cc1C1CC1. As a reaction SMILES: [CH:1]1([c:4]2[c:5]([OH:14])[n:6][c:7]3[n:8][cH:9][cH:10][cH:11][c:12]3[cH:13]2)[CH2:2][CH2:3]1.[O:20]=[CH:21][N:22]([CH3:23])[CH3:24].[P:15]([Cl:16])([Cl:17])([Cl:18])=[O:19]>>[CH:1]1([c:4]2[c:5]([Cl:17])[n:6][c:7]3[n:8][cH:9][cH:10][cH:11][c:12]3[cH:13]2)[CH2:2][CH2:3]1. Reactants: O (H2O), ClS(=O)(=O)C=1C=C(C(=O)O)C=CC1 (3-chlorosulfonyl-benzoic acid), C(C)(C)(C)C1=CC=C(CN2C=CC3=CC(=CC=C23)N)C=C1 (1-(4-tert-butylbenzyl)-5-amino-1H-indole), C(C)(C)N(CC)C(C)C (diisopropylethylamine). Run in CC#N (CH3CN), CC(=O)C (acetone). Conditions: temperature 0 celsius, time 5 minute. Yields the product C(C)(C)(C)C1=CC=C(CN2C=CC3=CC(=CC=C23)NS(=O)(=O)C=2C=C(C(=O)O)C=CC2)C=C1 (3-({[1-(4-tert-butylbenzyl)-1H-indol-5-yl]amino}sulfonyl)benzoic acid), powder. Isolated yield 8.6%. As a reaction SMILES: Cl[S:2]([C:5]1[CH:6]=[C:7]([CH:11]=[CH:12][CH:13]=1)[C:8]([OH:10])=[O:9])(=[O:4])=[O:3].[C:14]([C:18]1[CH:34]=[CH:33][C:21]([CH2:22][N:23]2[C:31]3[C:26](=[CH:27][C:28]([NH2:32])=[CH:29][CH:30]=3)[CH:25]=[CH:24]2)=[CH:20][CH:19]=1)([CH3:17])([CH3:16])[CH3:15].C(N(C(C)C)CC)(C)C.O>CC(C)=O.CC#N>[C:14]([C:18]1[CH:34]=[CH:33][C:21]([CH2:22][N:23]2[C:31]3[C:26](=[CH:27][C:28]([NH:32][S:2]([C:5]4[CH:6]=[C:7]([CH:11]=[CH:12][CH:13]=4)[C:8]([OH:10])=[O:9])(=[O:4])=[O:3])=[CH:29][CH:30]=3)[CH:25]=[CH:24]2)=[CH:20][CH:19]=1)([CH3:17])([CH3:15])[CH3:16]. Reported procedure: 3-chlorosulfonyl-benzoic acid (0.80 g, 0.36 mmol) was added in one portion to 1-(4-tert-butylbenzyl)-5-amino-1H-indole (0.30 g, 1.08 mmol) and diisopropylethylamine (0.25 g, 0.90 mmol) in acetone (25 ml) at 0° C. under a nitrogen atmosphere. The resulting yellow solution was stirred at 0° C. for 5 minutes and then stirred for 3 hours at room temperature. The reaction was quenched with water (2 ml) and concentrated in vacuo to a brown powder. The powder was partitioned between EtOAc (15 ml) and s... Reactants: CN(C)C=O, O=Cc1ccc(O)cc1O, ClCc1ccsc1, [H-], [Na+]. The product is O=Cc1ccc(OCc2ccsc2)cc1O. As a reaction SMILES: [CH3:20][N:21]([CH3:22])[CH:23]=[O:24].[CH:1](=[O:2])[c:3]1[cH:4][cH:5][c:6]([OH:7])[cH:8][c:9]1[OH:10].[Cl:13][CH2:14][c:15]1[cH:16][s:17][cH:18][cH:19]1.[H-:11].[Na+:12]>>[CH:1](=[O:2])[c:3]1[cH:4][cH:5][c:6]([O:7][CH2:14][c:15]2[cH:16][s:17][cH:18][cH:19]2)[cH:8][c:9]1[OH:10]. As a reaction SMILES: C[O:2][C:3](=[O:24])[C:4]1[CH:9]=[CH:8][C:7](/[CH:10]=[CH:11]/[C:12]2[C:20]3[C:15](=[CH:16][CH:17]=[CH:18][CH:19]=3)[NH:14][N:13]=2)=[C:6]([N+:21]([O-:23])=[O:22])[CH:5]=1.[OH-].[Na+].Cl>CO>[NH:14]1[C:15]2[C:20](=[CH:19][CH:18]=[CH:17][CH:16]=2)[C:12]([CH:11]=[CH:10][C:7]2[CH:8]=[CH:9][C:4]([C:3]([OH:24])=[O:2])=[CH:5][C:6]=2[N+:21]([O-:23])=[O:22])=[N:13]1 |f:1.2|. Procedure details: A solution of (E)-4-[2-(1H-indazol-3-yl)vinyl]-3-nitrobenzoic acid methyl ester (1.0 g, 3.1 mmol) obtained in Step 1 of Example 217 in methanol (20 mL) was added with 2 mol/L aqueous sodium hydroxide solution (10 mL) and stirred at 60° C. for 1 hour. The reaction mixture was acidified by hydrochloric acid (6 mol/L) and the precipitated crystal was collected by filtration to obtain 4-[2-(1H-indazol-3-yl)vinyl]-3-nitrobenzoic acid. Yields the product N1N=C(C2=CC=CC=C12)C=CC1=C(C=C(C(=O)O)C=C1)[N+](=O)[O-] (4-[2-(1H-indazol-3-yl)vinyl]-3-nitrobenzoic acid). Reactants: COC(C1=CC(=C(C=C1)\C=C\C1=NNC2=CC=CC=C12)[N+](=O)[O-])=O ((E)-4-[2-(1H-indazol-3-yl)vinyl]-3-nitrobenzoic acid methyl ester), [OH-].[Na+] (sodium hydroxide), Cl (hydrochloric acid). Reaction conditions: temperature 60 celsius, time 1 hour. The solvent is CO (methanol).